This data is from the Open Reaction Database (ORD), a public repository of structured organic reaction records. The task is: describe an organic reaction: reactants, conditions, products, and yield Starting materials: O=C1CCC(=O)N1Br, ClCCl, COc1cccc(CCCO)c1, c1ccc(P(c2ccccc2)c2ccccc2)cc1. The product is COc1cccc(CCCBr)c1. RXN SMILES: [Br:32][N:33]1[C:34](=[O:35])[CH2:36][CH2:37][C:38]1=[O:39].[CH2:40]([Cl:41])[Cl:42].[CH3:1][O:2][c:3]1[cH:4][c:5]([CH2:9][CH2:10][CH2:11][OH:12])[cH:6][cH:7][cH:8]1.[c:13]1([P:14]([c:15]2[cH:16][cH:17][cH:18][cH:19][cH:20]2)[c:21]2[cH:22][cH:23][cH:24][cH:25][cH:26]2)[cH:27][cH:28][cH:29][cH:30][cH:31]1>>[CH3:1][O:2][c:3]1[cH:4][c:5]([CH2:9][CH2:10][CH2:11][Br:32])[cH:6][cH:7][cH:8]1.